Dataset: the Open Reaction Database (ORD), a public repository of structured organic reaction records. Task: describe an organic reaction: reactants, conditions, products, and yield Starting materials: O=C(Cl)C(=O)Cl, O=C([O-])[O-], CN1CCNCC1, CCOC(C)=O, ClCCl, O=C(O)c1cc(Oc2ccc3c(c2)CCN3C(=O)Nc2cccc(C(F)(F)F)c2)ncn1, [Na+], [Na+], CN(C)C=O. Product: CN1CCN(C(=O)c2cc(Oc3ccc4c(c3)CCN4C(=O)Nc3cccc(C(F)(F)F)c3)ncn2)CC1. RXN SMILES: [C:1]([Cl:2])(=[O:3])[C:4]([Cl:5])=[O:6].[C:60](=[O:61])([O-:62])[O-:63].[CH3:39][N:40]1[CH2:41][CH2:42][NH:43][CH2:44][CH2:45]1.[CH3:54][CH2:55][O:56][C:57]([CH3:58])=[O:59].[Cl:46][CH2:47][Cl:48].[F:7][C:8]([c:9]1[cH:10][c:11]([NH:15][C:16](=[O:17])[N:18]2[CH2:19][CH2:20][c:21]3[cH:22][c:23]([O:27][c:28]4[cH:29][c:30]([C:34](=[O:35])[OH:36])[n:31][cH:32][n:33]4)[cH:24][cH:25][c:26]32)[cH:12][cH:13][cH:14]1)([F:37])[F:38].[Na+:64].[Na+:65].[O:49]=[CH:50][N:51]([CH3:52])[CH3:53]>>[F:7][C:8]([c:9]1[cH:10][c:11]([NH:15][C:16](=[O:17])[N:18]2[CH2:19][CH2:20][c:21]3[cH:22][c:23]([O:27][c:28]4[cH:29][c:30]([C:34](=[O:36])[N:43]5[CH2:42][CH2:41][N:40]([CH3:39])[CH2:45][CH2:44]5)[n:31][cH:32][n:33]4)[cH:24][cH:25][c:26]32)[cH:12][cH:13][cH:14]1)([F:37])[F:38].